Dataset: the Open Reaction Database (ORD), a public repository of structured organic reaction records. Task: describe an organic reaction: reactants, conditions, products, and yield Starting materials: CNCCO, CC#N, Nc1nc(NCCNc2ccc(NC(=O)CBr)c(-c3ccc(Cl)cc3Cl)c2)ccc1[N+](=O)[O-]. Yields the product CN(CCO)CC(=O)Nc1ccc(NCCNc2ccc([N+](=O)[O-])c(N)n2)cc1-c1ccc(Cl)cc1Cl. As a reaction SMILES: [CH3:1][NH:2][CH2:3][CH2:4][OH:5].[CH3:39][C:40]#[N:41].[NH2:6][c:7]1[c:8]([N+:36](=[O:37])[O-:38])[cH:9][cH:10][c:11]([NH:13][CH2:14][CH2:15][NH:16][c:17]2[cH:18][c:19](-[c:28]3[c:29]([Cl:35])[cH:30][c:31]([Cl:34])[cH:32][cH:33]3)[c:20]([NH:23][C:24]([CH2:25][Br:26])=[O:27])[cH:21][cH:22]2)[n:12]1>>[CH3:1][N:2]([CH2:3][CH2:4][OH:5])[CH2:25][C:24]([NH:23][c:20]1[c:19](-[c:28]2[c:29]([Cl:35])[cH:30][c:31]([Cl:34])[cH:32][cH:33]2)[cH:18][c:17]([NH:16][CH2:15][CH2:14][NH:13][c:11]2[cH:10][cH:9][c:8]([N+:36](=[O:37])[O-:38])[c:7]([NH2:6])[n:12]2)[cH:22][cH:21]1)=[O:27]. The reactants are Example 1 ( 4 ), C(C)(C)(C)C1=CC(=C(O1)C)C(OC1=CC=C(C(=O)O)C=C1)C1CCCCC1 (4-[(5-tert-butyl-2-methyl-3-furyl)(cyclohexyl)methoxy]benzoic acid), CNCCC(=O)OCC (ethyl 3-(methylamino)propanoate). The product is C(C)(C)(C)C1=CC(=C(O1)C)C(OC1=CC=C(C(=O)N(CCC(=O)O)C)C=C1)C1CCCCC1 (3-[{4-[(5-tert-butyl-2-methyl-3-furyl)(cyclohexyl)methoxy]benzoyl}(methyl)amino]propanoic acid). Isolated yield 80.6%. As a reaction SMILES: [C:1]([C:5]1[O:9][C:8]([CH3:10])=[C:7]([CH:11]([CH:22]2[CH2:27][CH2:26][CH2:25][CH2:24][CH2:23]2)[O:12][C:13]2[CH:21]=[CH:20][C:16]([C:17](O)=[O:18])=[CH:15][CH:14]=2)[CH:6]=1)([CH3:4])([CH3:3])[CH3:2].[CH3:28][NH:29][CH2:30][CH2:31][C:32]([O:34]CC)=[O:33]>>[C:1]([C:5]1[O:9][C:8]([CH3:10])=[C:7]([CH:11]([CH:22]2[CH2:23][CH2:24][CH2:25][CH2:26][CH2:27]2)[O:12][C:13]2[CH:14]=[CH:15][C:16]([C:17]([N:29]([CH3:28])[CH2:30][CH2:31][C:32]([OH:34])=[O:33])=[O:18])=[CH:20][CH:21]=2)[CH:6]=1)([CH3:4])([CH3:2])[CH3:3]. Procedure details: An operation similar to that in Example 1 (4) was performed using 4-[(5-tert-butyl-2-methyl-3-furyl)(cyclohexyl)methoxy]benzoic acid (111 mg) as well as ethyl 3-(methylamino)propanoate (47 mg) to give the title compound (110 mg, 81%) as an amorphous compound. Reactants: C1=CC=CC=C1 (benzene), C(C)(=O)Cl (acetyl chloride), NN1OC(=CN1)C=1N(C(=CN1)[N+](=O)[O-])C (2-(2-amino-5-oxadiazolyl)-1-methyl-5-nitroimidazole), N1=CC=CC=C1 (pyridine). The solvent is O (water). Run at time 30 minute. Yields the product C(C)(=O)NN1OC(=CN1)C=1N(C(=CN1)[N+](=O)[O-])C (2-(2-Acetamido-5-oxadiazolyl)-1-methyl-5-nitroimidazole). Yield: 55.5%. RXN SMILES: [C:1](Cl)(=[O:3])[CH3:2].[NH2:5][N:6]1[NH:10][CH:9]=[C:8]([C:11]2[N:12]([CH3:19])[C:13]([N+:16]([O-:18])=[O:17])=[CH:14][N:15]=2)[O:7]1.N1C=CC=CC=1.C1C=CC=CC=1>O>[C:1]([NH:5][N:6]1[NH:10][CH:9]=[C:8]([C:11]2[N:12]([CH3:19])[C:13]([N+:16]([O-:18])=[O:17])=[CH:14][N:15]=2)[O:7]1)(=[O:3])[CH3:2]. Procedure: Four grams of acetyl chloride are slowly added to 3.6 grams (0.017 mole) of 2-(2-amino-5-oxadiazolyl)-1-methyl-5-nitroimidazole suspended in a mixture of 44 ml. of pyridine and 35 ml. of benzene. The addition is completed in 30 minutes, the mixture heated at 60°-70° C. for 10 minutes, and then poured into 500 ml. of ice and water. After the resulting mixture is stirred for 1 1/2hours, the product separates. Recrystallization from 150 ml. of acetone containing some N,N-dimethylformamide affords 2... Yields the product COc1ccc(CNCC(O)c2ccccc2)cc1OC. RXN SMILES: [CH2:13]1[O:14][CH:15]1[c:16]1[cH:17][cH:18][cH:19][cH:20][cH:21]1.[CH3:1][O:2][c:3]1[cH:4][c:5]([CH2:6][NH2:7])[cH:8][cH:9][c:10]1[O:11][CH3:12].[CH3:22][C:23]#[N:24]>>[CH3:1][O:2][c:3]1[cH:4][c:5]([CH2:6][NH:7][CH2:13][CH:15]([OH:14])[c:16]2[cH:17][cH:18][cH:19][cH:20][cH:21]2)[cH:8][cH:9][c:10]1[O:11][CH3:12]. Starting materials: c1ccc(C2CO2)cc1, COc1ccc(CN)cc1OC, CC#N. Run in C1CCOC1 (THF), C1CCOC1 (THF). As a reaction SMILES: N[C:2]1[CH:7]=[C:6]([CH3:8])[N:5]=[C:4]([O:9][CH2:10][CH2:11][CH2:12][CH3:13])[C:3]=1[C:14]1[CH:28]=[C:27]([Br:29])[CH:26]=[CH:25][C:15]=1[C:16]([N:18](C(C)C)C(C)C)=[O:17].C[Si]([N-][Si](C)(C)C)(C)C.[Na+]>C1COCC1>[Br:29][C:27]1[CH:26]=[CH:25][C:15]2[C:16](=[O:17])[NH:18][C:2]3[C:3]([C:14]=2[CH:28]=1)=[C:4]([O:9][CH2:10][CH2:11][CH2:12][CH3:13])[N:5]=[C:6]([CH3:8])[CH:7]=3 |f:1.2|. Reported procedure: To a solution of 2-(4-amino-2-butoxy-6-methylpyridin-3-yl)-4-bromo-N,N-diisopropylbenzamide (50 mg, 0.10 mmol) in THF (50 mL) was added dropwise a solution of NaHMDS in THF (0.40 mL, 0.20 mmol) at room temperature over 1 h. The resulting mixture was quenched with saturated aqueous NH4Cl solution (3 mL) and extracted with ethyl acetate (3×10 mL). The combined organic layers were washed with brine (5 mL), dried over magnesium sulfate, filtered and concentrated to afford a crude solid. The crude ma... The reactants are NC1=C(C(=NC(=C1)C)OCCCC)C1=C(C(=O)N(C(C)C)C(C)C)C=CC(=C1)Br (2-(4-amino-2-butoxy-6-methylpyridin-3-yl)-4-bromo-N,N-diisopropylbenzamide), C[Si](C)(C)[N-][Si](C)(C)C.[Na+] (NaHMDS). Product: BrC1=CC2=C(C(NC3=CC(=NC(=C23)OCCCC)C)=O)C=C1 (9-bromo-1-butoxy-3-methylbenzo[c]-1,6-naphthyridin-6(5H)-one). Reaction SMILES: [NH2:1][CH2:2][C:3]([OH:5])=[O:4].C(=O)([O-])[O-].[Mg+2:10].[Cl-].Cl[O-].[Al+3].Cl[O-].Cl[O-]>O>[NH2:1][CH2:2][C:3]([O-:5])=[O:4].[Mg+2:10].[NH2:1][CH2:2][C:3]([O-:5])=[O:4] |f:1.2,4.5.6.7,9.10.11|. Procedure: Magnesium glycinate was prepared by reacting 4 grams of glycine with 2.5 grams of basic magnesium carbonate (26.3% Mg) in 30 grams of water while agitating at 75° C. for one half hour. The cooled mixture was then added to 77 grams of zirconyl chloride (13.6% Zr) with stirring. To the above solution 100 grams of 50% aluminum chlorhydroxide (12.5% Al) was added with agitation. The mixture was heated at 85° C. for 20 minutes. The product was then evaporated at 53° C. under a vacuum of 200 mm of Hg ... Yields the product NCC(=O)[O-].[Mg+2].NCC(=O)[O-] (Magnesium glycinate). Reaction conditions: temperature 75 celsius. The solvent is O (water). The reactants are NCC(=O)O (glycine), Cl[O-].[Al+3].Cl[O-].Cl[O-] (aluminum chlorhydroxide), C([O-])([O-])=O.[Mg+2] (magnesium carbonate), [Cl-] (chloride). Reaction SMILES: Cl.[NH2:2][NH:3][C:4]([NH2:6])=[O:5].C([O-])(O)=O.[Na+].[CH3:12][C:13]([CH3:19])([CH3:18])[CH2:14][C:15](Cl)=O.[OH-].[Na+].Cl>O>[CH2:14]([C:15]1[NH:6][C:4](=[O:5])[NH:3][N:2]=1)[C:13]([CH3:19])([CH3:18])[CH3:12] |f:0.1,2.3,5.6|. Run at time 12 hour. Procedure details: Semicarbazide hydrochloride (1.50 g, 13.6 mmol) was dissolved in water (15 mL). NaHCO3 (2.40 g, 28.6 mmol) was slowly added to the solution over 30 min at RT followed by the addition of 3,3-dimethylbutyryl chloride (2 g, 14.86 mmol). The mixture was stirred at RT for 12 h followed by the addition of solid NaOH (1.08 g, 27 mmol). The reaction mixture was stirred at 100° C. for 3 h, allowed to cool to RT and stirred for an additional 12 h. The reaction mixture was neutralized by the drop-wise addi... Yield: 30.8%. Product: C(C(C)(C)C)C1=NNC(N1)=O (3-neopentyl-1H-1,2,4-triazol-5(4H)-one). Solvent: O (water). Starting materials: [OH-].[Na+] (NaOH), Cl.NNC(=O)N (Semicarbazide hydrochloride), C(=O)(O)[O-].[Na+] (NaHCO3), CC(CC(=O)Cl)(C)C (3,3-dimethylbutyryl chloride), Cl (HCl). The reactants are CCCC[N+](CCCC)(CCCC)CCCC, CN(C)C=O, ClCCc1c[nH]cn1, Cl, [H-], [I-], [Na+], Oc1cccc2ccccc12. Yields the product c1ccc2c(OCCc3c[nH]cn3)cccc2c1. As a reaction SMILES: [CH2:29]([N+:30]([CH2:31][CH2:32][CH2:33][CH3:34])([CH2:35][CH2:36][CH2:37][CH3:38])[CH2:39][CH2:40][CH2:41][CH3:42])[CH2:43][CH2:44][CH3:45].[CH3:23][N:24]([CH3:25])[CH:26]=[O:27].[Cl:15][CH2:16][CH2:17][c:18]1[n:19][cH:20][nH:21][cH:22]1.[ClH:14].[H-:1].[I-:28].[Na+:2].[OH:3][c:4]1[cH:5][cH:6][cH:7][c:8]2[cH:9][cH:10][cH:11][cH:12][c:13]12>>[O:3]([c:4]1[cH:5][cH:6][cH:7][c:8]2[cH:9][cH:10][cH:11][cH:12][c:13]12)[CH2:16][CH2:17][c:18]1[n:19][cH:20][nH:21][cH:22]1. Reactants: CC(C)(C)CC(N)C12OCC(C)(CO1)CO2, O=CC(F)(F)c1ccccn1. The product is CC(C)(C)CC(N=CC(F)(F)c1ccccn1)C12OCC(C)(CO1)CO2. Reaction SMILES: [CH3:12][C:13]([CH2:14][CH:15]([C:16]12[O:17][CH2:18][C:19]([CH3:24])([CH2:20][O:21]1)[CH2:22][O:23]2)[NH2:25])([CH3:26])[CH3:27].[F:1][C:2]([CH:3]=[O:4])([c:5]1[n:6][cH:7][cH:8][cH:9][cH:10]1)[F:11]>>[F:1][C:2]([CH:3]=[N:25][CH:15]([CH2:14][C:13]([CH3:12])([CH3:26])[CH3:27])[C:16]12[O:17][CH2:18][C:19]([CH3:24])([CH2:20][O:21]1)[CH2:22][O:23]2)([c:5]1[n:6][cH:7][cH:8][cH:9][cH:10]1)[F:11].